Task: describe an organic reaction: reactants, conditions, products, and yield. Dataset: the Open Reaction Database (ORD), a public repository of structured organic reaction records Starting materials: CC(C)CC(O)C(=O)NCC#N, CC(C)=O, CCOC(C)=O, CCOC(C)=O, C=C(C)C(OC(=N)C(Cl)(Cl)Cl)c1ccc(Br)cc1, ClCCl, Cc1ccc(S(=O)(=O)[O-])cc1, c1cc[nH+]cc1. Product: C=C(C)C(OC(CC(C)C)C(=O)NCC#N)c1ccc(Br)cc1. As a reaction SMILES: [C:19](#[N:20])[CH2:21][NH:22][C:23]([CH:24]([CH2:25][CH:26]([CH3:27])[CH3:28])[OH:29])=[O:30].[CH3:48][C:49](=[O:50])[CH3:51].[CH3:52][CH2:53][O:54][C:55]([CH3:56])=[O:57].[CH3:61][CH2:62][O:63][C:64]([CH3:65])=[O:66].[Cl:1][C:2]([Cl:3])([Cl:4])[C:16](=[NH:17])[O:18][CH:5]([C:6](=[CH2:7])[CH3:8])[c:9]1[cH:10][cH:11][c:12]([Br:15])[cH:13][cH:14]1.[Cl:58][CH2:59][Cl:60].[c:31]1([CH3:32])[cH:33][cH:34][c:35]([S:36]([O-:37])(=[O:38])=[O:39])[cH:40][cH:41]1.[nH+:42]1[cH:43][cH:44][cH:45][cH:46][cH:47]1>>[CH:5]([C:6](=[CH2:7])[CH3:8])([c:9]1[cH:10][cH:11][c:12]([Br:15])[cH:13][cH:14]1)[O:29][CH:24]([C:23]([NH:22][CH2:21][C:19]#[N:20])=[O:30])[CH2:25][CH:26]([CH3:27])[CH3:28].